From a dataset of the Open Reaction Database (ORD), a public repository of structured organic reaction records. describe an organic reaction: reactants, conditions, products, and yield The reactants are CC(C)(C)n1nc(CCC=O)cc1-c1ccc(Cl)cc1, Cc1ccc(N2CCNCC2)c(C)c1, CCN(C(C)C)C(C)C. Product: Cc1ccc(N2CCN(CCCc3cc(-c4ccc(Cl)cc4)n(C(C)(C)C)n3)CC2)c(C)c1. RXN SMILES: [C:1]([CH3:2])([CH3:3])([CH3:4])[n:5]1[n:6][c:7]([CH2:17][CH2:18][CH:19]=[O:20])[cH:8][c:9]1-[c:10]1[cH:11][cH:12][c:13]([Cl:16])[cH:14][cH:15]1.[CH3:21][c:22]1[c:23]([N:29]2[CH2:30][CH2:31][NH:32][CH2:33][CH2:34]2)[cH:24][cH:25][c:26]([CH3:28])[cH:27]1.[CH:35]([N:36]([CH2:37][CH3:38])[CH:39]([CH3:40])[CH3:41])([CH3:42])[CH3:43]>>[C:1]([CH3:2])([CH3:3])([CH3:4])[n:5]1[n:6][c:7]([CH2:17][CH2:18][CH2:19][N:32]2[CH2:31][CH2:30][N:29]([c:23]3[c:22]([CH3:21])[cH:27][c:26]([CH3:28])[cH:25][cH:24]3)[CH2:34][CH2:33]2)[cH:8][c:9]1-[c:10]1[cH:11][cH:12][c:13]([Cl:16])[cH:14][cH:15]1. Starting materials: BrC1=C(C=CC=2N(N=NC21)CC(C)(C)C)O (4-bromo-1-(2,2-dimethylpropyl)-1H-1,2,3-benzotriazol-5-ol), C(C)(=O)C=1C(=NC=CC1)F (3-acetyl-2-fluoropyridine), C([O-])([O-])=O.[K+].[K+] (potassium carbonate). Run in C(C)#N (acetonitrile). The product is BrC1=C(C=CC=2N(N=NC21)CC(C)(C)C)OC2=NC=CC=C2C(C)=O (1-(2-{[4-bromo-1-(2,2-dimethylpropyl)-1H-1,2,3-benzotriazol-5-yl]oxy}pyridin-3-yl)ethanone). RXN SMILES: [Br:1][C:2]1[C:10]2[N:9]=[N:8][N:7]([CH2:11][C:12]([CH3:15])([CH3:14])[CH3:13])[C:6]=2[CH:5]=[CH:4][C:3]=1[OH:16].[C:17]([C:20]1[C:21](F)=[N:22][CH:23]=[CH:24][CH:25]=1)(=[O:19])[CH3:18].C(=O)([O-])[O-].[K+].[K+]>C(#N)C>[Br:1][C:2]1[C:10]2[N:9]=[N:8][N:7]([CH2:11][C:12]([CH3:13])([CH3:15])[CH3:14])[C:6]=2[CH:5]=[CH:4][C:3]=1[O:16][C:21]1[C:20]([C:17](=[O:19])[CH3:18])=[CH:25][CH:24]=[CH:23][N:22]=1 |f:2.3.4|. Procedure details: 4-Bromo-1-(2,2-dimethylpropyl)-1H-1,2,3-benzotriazol-5-ol (1-6) (1 g, 3.52 mmol, 1.0 equiv.), 3-acetyl-2-fluoropyridine (0.979 g, 7.04 mmol, 2.0 equiv.) and potassium carbonate (0.973 g, 7.04 mmol, 2.0 equiv.) were dissolved in acetonitrile (10 ml). The mixture was irradiated at 200° C. in microwave reactor until LCMS showed mostly desired product. The solvent was evaporated in vacuo, the mixture was neutralized with saturated aqueous NH4Cl, and then extracted with EtOAc. The organic layers were... Starting materials: C(C1=CC=CC=C1)OC(C[C@H](C(=O)N[C@H](CO)CC1=CC=CC=C1)N1C=C(C=C1)C1=CC=C(C=C1)C1=CC=CC=C1)=O (N-(1(S)-benzyl-2-hydroxyethyl)-3(R)-(3-(biphenyl-4-yl)-1H-pyrrol-1-yl)succinamic acid benzyl ester), C(C1=CC=CC=C1)OC(C[C@H](C(=O)N[C@H]1[C@@H](CCCC1)O)NC(=O)OC(C)(C)C)=O (3(R)-t-butoxycarbonylamino-N-(2(R)-hydroxycyclohex-1(R)-yl)succinamic acid benzyl ester), C1(=CC=C(C=C1)C1C(OC(C1)OC)OC)C1=CC=CC=C1 (3-biphenyl-4-yl-2,5-dimethoxy-tetrahydrofuran). The solvent is C(C)(=O)O (acetic acid). The product is C(C1=CC=CC=C1)OC(C[C@H](C(=O)N[C@H]1[C@@H](CCCC1)O)N1C=C(C=C1)C1=CC=C(C=C1)C1=CC=CC=C1)=O (3(R)-[3-(biphenyl-4-yl)-1H-pyrrol-1-yl]-N-(2(R)-hydroxycyclohex-1(R)-yl)succinamic acid benzyl ester). The yield is 41.0%. RXN SMILES: C(OC(=O)C[C@@H](N1C=[CH:28][C:27]([C:30]2[CH:35]=[CH:34][C:33]([C:36]3[CH:41]=[CH:40][CH:39]=[CH:38][CH:37]=3)=[CH:32][CH:31]=2)=[CH:26]1)C(N[C@@H](CC1C=CC=CC=1)CO)=O)C1C=CC=CC=1.[CH2:43]([O:50][C:51](=[O:72])[CH2:52][C@@H:53]([NH:64][C:65](OC(C)(C)C)=O)[C:54]([NH:56][C@@H:57]1[CH2:62][CH2:61][CH2:60][CH2:59][C@H:58]1[OH:63])=[O:55])[C:44]1[CH:49]=[CH:48][CH:47]=[CH:46][CH:45]=1.C1(C2C=CC=CC=2)C=CC(C2CC(OC)OC2OC)=CC=1>C(O)(=O)C>[CH2:43]([O:50][C:51](=[O:72])[CH2:52][C@@H:53]([N:64]1[CH:65]=[CH:26][C:27]([C:30]2[CH:35]=[CH:34][C:33]([C:36]3[CH:41]=[CH:40][CH:39]=[CH:38][CH:37]=3)=[CH:32][CH:31]=2)=[CH:28]1)[C:54]([NH:56][C@@H:57]1[CH2:62][CH2:61][CH2:60][CH2:59][C@H:58]1[OH:63])=[O:55])[C:44]1[CH:45]=[CH:46][CH:47]=[CH:48][CH:49]=1. Reported procedure: As described in Example 1(a) for the preparation of N-(1(S)-benzyl-2-hydroxyethyl)-3(R)-(3-(biphenyl-4-yl)-1H-pyrrol-1-yl)succinamic acid benzyl ester, 3(R)-t-butoxycarbonylamino-N-(2(R)-hydroxycyclohex-1(R)-yl)succinamic acid benzyl ester and 3-biphenyl-4-yl-2,5-dimethoxy-tetrahydrofuran (prepared as described in Example 1(a)) were condensed in acetic acid to furnish in 41% yield 3(R)-[3-(biphenyl-4-yl)-1H-pyrrol-1-yl]-N-(2(R)-hydroxycyclohex-1(R)-yl)succinamic acid benzyl ester as an amorphous... Starting materials: Cl.N[C@@H](CCCNC(N)=N)C(=O)N1[C@H](C(=O)[N-]CC)CCC1 (L-arginyl-L-prolyl-N-ethylamide hydrochloride), [N+](=O)([O-])C1=CC=C(C=C1)OC([C@@H](NC(=O)OCC1=CC=CC=C1)CC(C)C)=O (Nα -benzyloxycarbonyl-L-leucine p-nitrophenylester). Run in CN(C=O)C (dimethylformamide). Run at temperature 50 celsius, time 4 day. Product: Cl.C(C1=CC=CC=C1)OC(=O)N[C@@H](CC(C)C)C(=O)N[C@@H](CCCNC(N)=N)C(=O)N1[C@H](C(=O)[N-]CC)CCC1 (Nα -benzyloxycarbonyl-L-leucyl-L-arginyl-L-prolyl-N-ethylamide hydrochloride). As a reaction SMILES: [ClH:1].[NH2:2][C@H:3]([C:11]([N:13]1[CH2:22][CH2:21][CH2:20][C@H:14]1[C:15]([N-:17][CH2:18][CH3:19])=[O:16])=[O:12])[CH2:4][CH2:5][CH2:6][NH:7][C:8](=[NH:10])[NH2:9].[N+](C1C=CC([O:32][C:33](=O)[C@H:34]([CH2:46][CH:47]([CH3:49])[CH3:48])[NH:35][C:36]([O:38][CH2:39][C:40]2[CH:45]=[CH:44][CH:43]=[CH:42][CH:41]=2)=[O:37])=CC=1)([O-])=O>CN(C)C=O>[ClH:1].[CH2:39]([O:38][C:36]([NH:35][C@H:34]([C:33]([NH:2][C@H:3]([C:11]([N:13]1[CH2:22][CH2:21][CH2:20][C@H:14]1[C:15]([N-:17][CH2:18][CH3:19])=[O:16])=[O:12])[CH2:4][CH2:5][CH2:6][NH:7][C:8](=[NH:9])[NH2:10])=[O:32])[CH2:46][CH:47]([CH3:48])[CH3:49])=[O:37])[C:40]1[CH:45]=[CH:44][CH:43]=[CH:42][CH:41]=1 |f:0.1,4.5|. Procedure details: A solution of 18.6 g. of L-arginyl-L-prolyl-N-ethylamide hydrochloride and 7.2 g. of Nα -benzyloxycarbonyl-L-leucine p-nitrophenylester in 30 ml. of dimethylformamide is allowed to stand for four days, warmed to 50° C. for a half hour and evaporated at reduced pressure and 40° C. to yield an oil. A solid product is obtained by chromatography over silica gel, eluting with chloroform with increasing percent of methanol. Fraction selection is made on the basis of analytical thin layer chromatograph... Starting materials: OC1=C(C(N(C(=C1)C)C)=O)C(C=CC1=CC(=CC=C1)OCC(=O)N)=O (4-hydroxy-3-[3-[3-(aminocarbonylmethoxy)phenyl]-1-oxo-2-propenyl]-1,6-dimethyl-2(1H)-pyridinone), S(=O)(=O)(OC)OC (dimethyl sulfate). Yields the product COC1=C(C(N(C(=C1)C)C)=O)C(C=CC1=CC(=CC=C1)OCC(=O)N)=O (4-methoxy-3-[3-[3-(aminocarbonylmethoxy)phenyl]-1-oxo-2-propenyl]-1,6-dimethyl-2(1H)-pyridinone). Reaction SMILES: [OH:1][C:2]1[CH:7]=[C:6]([CH3:8])[N:5]([CH3:9])[C:4](=[O:10])[C:3]=1[C:11](=[O:25])[CH:12]=[CH:13][C:14]1[CH:19]=[CH:18][CH:17]=[C:16]([O:20][CH2:21][C:22]([NH2:24])=[O:23])[CH:15]=1.S(OC)(O[CH3:30])(=O)=O>>[CH3:30][O:1][C:2]1[CH:7]=[C:6]([CH3:8])[N:5]([CH3:9])[C:4](=[O:10])[C:3]=1[C:11](=[O:25])[CH:12]=[CH:13][C:14]1[CH:19]=[CH:18][CH:17]=[C:16]([O:20][CH2:21][C:22]([NH2:24])=[O:23])[CH:15]=1. Procedure details: According to the same manner as that of Example a-25 except that 0.78 g of 4-hydroxy-3-[3-[3-(aminocarbonylmethoxy)phenyl]-1-oxo-2-propenyl]-1,6-dimethyl-2(1H)-pyridinone was used in place of 4-hydroxy-3-[3-[3-(2-hydroxyethoxy)phenyl]-1-oxo-2-propenyl]-1,6-dimethyl-2(1H)-pyridinone, and 0.5 ml of dimethyl sulfate was used in place of iodomethane, 0.18 g of 4-methoxy-3-[3-[3-(aminocarbonylmethoxy)phenyl]-1-oxo-2-propenyl]-1,6-dimethyl-2(1H)-pyridinone [Compound No. (68a)] was obtained as a yellow... Reactants: ClC1=C(C=NC2=C(C=CC=C12)NC(C1=C(C=CC=C1Cl)Cl)=O)C(=O)OCC (4-chloro-8-(2,6-dichlorobenzoylamino)-3-ethoxycarbonylquinoline), SC=1NC=CN1 (2-mercaptoimidazole), O (water). Solvent: CN1C(CCC1)=O (N-methylpyrrolidone). Conditions: temperature 65 celsius, time 1 hour. Product: ClC1=C(C(=O)NC=2C=CC=C3C4=C(C=NC23)C(N2C(S4)=NC=C2)=O)C(=CC=C1)Cl (4-(2,6-dichlorobenzoylamino)-7H-imidazo[2',1':2,3][1,3]thiazino-[5,6-c]quinolin-7-one). Isolated yield 94.9%. Reaction SMILES: Cl[C:2]1[C:11]2[C:6](=[C:7]([NH:12][C:13](=[O:22])[C:14]3[C:19]([Cl:20])=[CH:18][CH:17]=[CH:16][C:15]=3[Cl:21])[CH:8]=[CH:9][CH:10]=2)[N:5]=[CH:4][C:3]=1[C:23](OCC)=[O:24].[SH:28][C:29]1[NH:30][CH:31]=[CH:32][N:33]=1.O>CN1CCCC1=O>[Cl:21][C:15]1[CH:16]=[CH:17][CH:18]=[C:19]([Cl:20])[C:14]=1[C:13]([NH:12][C:7]1[CH:8]=[CH:9][CH:10]=[C:11]2[C:6]=1[N:5]=[CH:4][C:3]1[C:23](=[O:24])[N:30]3[CH:31]=[CH:32][N:33]=[C:29]3[S:28][C:2]2=1)=[O:22]. Procedure details: To a solution of 4-chloro-8-(2,6-dichlorobenzoylamino)-3-ethoxycarbonylquinoline (251 mg) in N-methylpyrrolidone (2 ml) was added 2-mercaptoimidazole (89 mg), and the mixture was stirred for 1 hour at 65° C. The mixture was poured into water and extracted with ethyl acetate. The organic layer was washed with saturated ammonium chloride solution, saturated sodium bicarbonate solution and brine, dried over magnesium sulfate and evaporated in vacuo. The residue was crystallized from ethanol to give...